This data is from the Open Reaction Database (ORD), a public repository of structured organic reaction records. The task is: describe an organic reaction: reactants, conditions, products, and yield The reactants are ClC1=NC=C(C(=O)NC)C=C1 (6-chloro-N-methyl-nicotinamide), CN1CCNCC1 (1-methylpiperazine), CN1CCNCC1 (1-methylpiperazine). Reaction conditions: temperature 100 celsius. Yields the product CNC(C1=CN=C(C=C1)N1CCN(CC1)C)=O (N-Methyl-6-(4-methyl-piperazin-1-yl)-nicotinamide). The yield is 1011.7%. As a reaction SMILES: Cl[C:2]1[CH:11]=[CH:10][C:5]([C:6]([NH:8][CH3:9])=[O:7])=[CH:4][N:3]=1.[CH3:12][N:13]1[CH2:18][CH2:17][NH:16][CH2:15][CH2:14]1>>[CH3:9][NH:8][C:6](=[O:7])[C:5]1[CH:10]=[CH:11][C:2]([N:16]2[CH2:17][CH2:18][N:13]([CH3:12])[CH2:14][CH2:15]2)=[N:3][CH:4]=1. Procedure: A mixture of 52.0 g (30.5 mmol) 6-chloro-N-methyl-nicotinamide and 176 ml (1.58 mol) 1-methylpiperazine was heated at 100° C. for 1.5 h in an autoclave. After cooling to room temperature excess 1-methylpiperazine was removed by distillation. The residue was partitioned in 1000 ml dichloromethane/1 N aqueous sodium hydroxide solution. The layers were separated and the aqueous layer was extracted with three 500 ml portions of dichloromethane. Concentration and short column chromatography yielded 7... The reactants are NC1=C(C(=CC(=C1)Br)F)O (2-amino-4-bromo-6-fluorophenol), FC1=C(C(=O)Cl)C=C(C=C1)[N+](=O)[O-] (2-fluoro-5-nitrobenzoyl chloride). Product: OC1=C(C=C(C=C1F)Br)NC(C1=C(C=CC(=C1)[N+](=O)[O-])F)=O (N-(2-Hydroxy-3-fluoro-5-bromophenyl)-2-fluoro-5-nitrobenzamide). As a reaction SMILES: [NH2:1][C:2]1[CH:7]=[C:6]([Br:8])[CH:5]=[C:4]([F:9])[C:3]=1[OH:10].[F:11][C:12]1[CH:20]=[CH:19][C:18]([N+:21]([O-:23])=[O:22])=[CH:17][C:13]=1[C:14](Cl)=[O:15]>>[OH:10][C:3]1[C:4]([F:9])=[CH:5][C:6]([Br:8])=[CH:7][C:2]=1[NH:1][C:14](=[O:15])[C:13]1[CH:17]=[C:18]([N+:21]([O-:23])=[O:22])[CH:19]=[CH:20][C:12]=1[F:11]. Procedure details: Prepared by the method of Example 15a), from 2-amino-4-bromo-6-fluorophenol (473 mg, 2.3 mmol) and 2-fluoro-5-nitrobenzoyl chloride (468 mg, 2.3 mmol) the subtitle compound was obtained. The product was used directly in the next step without purification. Starting materials: [Al+3].[Cl-].[Cl-].[Cl-] (AlCl3), [Al+3].[Cl-].[Cl-].[Cl-] (AlCl3), C(C)OC(=O)N1CCC2=C(C(C1)=O)C=CS2 (4-Oxo-4,5,7,8-tetrahydro-thieno[2,3-d]azepine-6-carboxylic acid ethyl ester). The solvent is C(Cl)Cl (DCM), C(Cl)Cl (DCM). Conditions: time 10 minute. Product: C(C)OC(=O)N1CCC2=C(CC1)C=CS2 (4,5,7,8-Tetrahydro-thieno[2,3-d]azepine-6-carboxylic acid ethyl ester). Isolated yield 65.0%. Reaction SMILES: [Al+3].[Cl-].[Cl-].[Cl-].[CH2:5]([O:7][C:8]([N:10]1[CH2:16][C:15](=O)[C:14]2[CH:18]=[CH:19][S:20][C:13]=2[CH2:12][CH2:11]1)=[O:9])[CH3:6]>C(Cl)Cl>[CH2:5]([O:7][C:8]([N:10]1[CH2:16][CH2:15][C:14]2[CH:18]=[CH:19][S:20][C:13]=2[CH2:12][CH2:11]1)=[O:9])[CH3:6] |f:0.1.2.3|. Reported procedure: AlCl3 (3.95 g, 29.7 mmol) was added to 50 mL DCM at 0° C. Borane-t-butyl amine complex (5.2 g, 59.5 mmol) was added followed by the product of step (c) (2.37 g, 9.9 mmol) dissolved in DCM (50 mL). The reaction was stirred for 2 hours at room temperature after which time another 3.95 g (29.7 mmol) of AlCl3 was added. After stirring for 10 minutes, the reaction was quenched carefully with 0.1 M HCl (˜50 mL). After concentration of the organic solvent, the crude reaction mixture was partitioned bet... Starting materials: ClC1=CC=C(C=C1)C1CC(C(C2=CC(=CC=C12)OCC1CO1)=O)(C)C (4-(4-chlorophenyl)-7-(2,3-epoxypropoxy)-2,2-dimethyl-1-tetralone), CN (methylamine). Solvent: C(C)O (ethanol), C(C)O (ethanol). Conditions: time 8 hour. The product is ClC1=CC=C(C=C1)C1CC(C(C2=CC(=CC=C12)OCC(CNC)O)=O)(C)C (4(4-chlorophenyl)-7-(2-hydroxy-3-methylaminopropoxy)-2,2-dimethyl-1-tetralone). As a reaction SMILES: [Cl:1][C:2]1[CH:7]=[CH:6][C:5]([CH:8]2[C:17]3[C:12](=[CH:13][C:14]([O:18][CH2:19][CH:20]4[O:22][CH2:21]4)=[CH:15][CH:16]=3)[C:11](=[O:23])[C:10]([CH3:25])([CH3:24])[CH2:9]2)=[CH:4][CH:3]=1.[CH3:26][NH2:27]>C(O)C>[Cl:1][C:2]1[CH:7]=[CH:6][C:5]([CH:8]2[C:17]3[C:12](=[CH:13][C:14]([O:18][CH2:19][CH:20]([OH:22])[CH2:21][NH:27][CH3:26])=[CH:15][CH:16]=3)[C:11](=[O:23])[C:10]([CH3:25])([CH3:24])[CH2:9]2)=[CH:4][CH:3]=1. Procedure details: To a solution of 4-(4-chlorophenyl)-7-(2,3-epoxypropoxy)-2,2-dimethyl-1-tetralone (3.7 g) in ethanol (25 ml) was added methylamine (8 ml) in ethanol (8 ml). The mixture was allowed to stand overnight. The solvent was removed and the residue shaken with ether-dilute hydrochloric acid. The aqueous layer was separated basified, extracted with ether and the extract dried (MgSO4). Evaporation gave 4(4-chlorophenyl)-7-(2-hydroxy-3-methylaminopropoxy)-2,2-dimethyl-1-tetralone as a semi-solid foam.